From a dataset of the Open Reaction Database (ORD), a public repository of structured organic reaction records. describe an organic reaction: reactants, conditions, products, and yield Reactants: CCOc1cc(C)nc(S(C)(=O)=O)n1, [H-], [Na+], C1CCOC1, OCc1ccccc1. The product is CCOc1cc(C)nc(Cc2ccccc2)n1. As a reaction SMILES: [CH2:11]([CH3:12])[O:13][c:14]1[n:15][c:16]([S:21]([CH3:22])(=[O:23])=[O:24])[n:17][c:18]([CH3:20])[cH:19]1.[H-:9].[Na+:10].[O:25]1[CH2:26][CH2:27][CH2:28][CH2:29]1.[OH:1][CH2:2][c:3]1[cH:4][cH:5][cH:6][cH:7][cH:8]1>>[CH2:2]([c:3]1[cH:4][cH:5][cH:6][cH:7][cH:8]1)[c:16]1[n:15][c:14]([O:13][CH2:11][CH3:12])[cH:19][c:18]([CH3:20])[n:17]1.